Dataset: the Open Reaction Database (ORD), a public repository of structured organic reaction records. Task: describe an organic reaction: reactants, conditions, products, and yield Reactants: Cl (hydrochloride), NC1=NC2=CC=CC=C2C(=N1)C1CCN(CC1)C(CCCCCCCCCCNC(=O)OC(C)(C)C)=O (2-amino-4-[1-(11-t-butoxycarbonylaminoundecanoyl)-4-piperidinyl]quinazoline). Yields the product NC1=NC2=CC=CC=C2C(=N1)C1CCN(CC1)C(CCCCCCCCCCN)=O (2-amino-4-[1-(11-aminoundecanoyl)-4-piperidinyl]quinazoline). Yield: 95.1%. As a reaction SMILES: Cl.[NH2:2][C:3]1[N:12]=[C:11]([CH:13]2[CH2:18][CH2:17][N:16]([C:19](=[O:38])[CH2:20][CH2:21][CH2:22][CH2:23][CH2:24][CH2:25][CH2:26][CH2:27][CH2:28][CH2:29][NH:30]C(OC(C)(C)C)=O)[CH2:15][CH2:14]2)[C:10]2[C:5](=[CH:6][CH:7]=[CH:8][CH:9]=2)[N:4]=1>>[NH2:2][C:3]1[N:12]=[C:11]([CH:13]2[CH2:18][CH2:17][N:16]([C:19](=[O:38])[CH2:20][CH2:21][CH2:22][CH2:23][CH2:24][CH2:25][CH2:26][CH2:27][CH2:28][CH2:29][NH2:30])[CH2:15][CH2:14]2)[C:10]2[C:5](=[CH:6][CH:7]=[CH:8][CH:9]=2)[N:4]=1. Procedure details: By a procedure similar to that described in Example 284, the titled compound (130 mg) as hydrochloride was prepared from 2-amino-4-[1-(11-t-butoxycarbonylaminoundecanoyl)-4-piperidinyl]quinazoline (170 mg) obtained in Example 29. The reactants are [BH4-], C1CCOC1, CC(N)(Cc1ccccc1)C(=O)O, I, [Na+]. The product is CC(N)(CO)Cc1ccccc1. As a reaction SMILES: [BH4-:14].[CH2:17]1[O:18][CH2:19][CH2:20][CH2:21]1.[CH3:1][C:2]([NH2:3])([CH2:4][c:5]1[cH:6][cH:7][cH:8][cH:9][cH:10]1)[C:11](=[O:12])[OH:13].[I:16].[Na+:15]>>[CH3:1][C:2]([NH2:3])([CH2:4][c:5]1[cH:6][cH:7][cH:8][cH:9][cH:10]1)[CH2:11][OH:12]. Starting materials: ClC1=C(CN(C2=C1N=CC=1N2CN(C1)OC)CCC)C (4-chloro-8-methoxy-3-methyl-1-propyl-imidazo[1,5-a]pyrido[3,2-e]pyrazine), CO (methanol), O (water), solid, [OH-].[K+] (KOH). Run in ClCCl (dichloromethane). The product is COC1=C(CN(C2=C1N=CC=1N2CN(C1)OC)CCC)C (4,8-dimethoxy-3-methyl-1-propyl-imidazo[1,5-a]pyrido[3,2-e]pyrazine). RXN SMILES: Cl[C:2]1[C:7]2[N:8]=[CH:9][C:10]3[N:11]([CH2:12][N:13]([O:15][CH3:16])[CH:14]=3)[C:6]=2[N:5]([CH2:17][CH2:18][CH3:19])[CH2:4][C:3]=1[CH3:20].[OH-:21].[K+].O.[CH3:24]O>ClCCl>[CH3:24][O:21][C:2]1[C:7]2[N:8]=[CH:9][C:10]3[N:11]([CH2:12][N:13]([O:15][CH3:16])[CH:14]=3)[C:6]=2[N:5]([CH2:17][CH2:18][CH3:19])[CH2:4][C:3]=1[CH3:20] |f:1.2|. Procedure details: 1.5 g of intermediate A1 are dissolved in a mixture of 15 ml methanol and 15 ml dichloromethane. 1 g of solid KOH is added. The mixture is heated up to reflux for 7 hours. At room temperature 30 ml water are added. The organic layer is separated. The aqueous layer is extracted with 20 ml dichloromethane. The unified organic layers are washed with 2×20 ml water. The solvent is removed completely. The residue is purified by LC. Reactants: CCCCCCCCC=CCCCCCCCCNCCCN, CO, CC(C)=O, O=C1OC(CO)C(O)C(O)C1O. The product is CCCCCCCCC=CCCCCCCCCNCCCNC(=O)C(O)C(O)C(O)C(O)CO. As a reaction SMILES: [CH2:15]([CH2:16][CH2:17][CH2:18][CH2:19][CH2:20][CH2:21][CH2:22][CH:23]=[CH:24][CH2:25][CH2:26][CH2:27][CH2:28][CH2:29][CH2:30][CH2:31][CH3:32])[NH:33][CH2:34][CH2:35][CH2:36][NH2:37].[CH3:13][OH:14].[CH3:38][C:39](=[O:40])[CH3:41].[OH:1][CH2:2][CH:3]1[O:4][C:5](=[O:6])[CH:7]([OH:8])[CH:9]([OH:10])[CH:11]1[OH:12]>>[OH:1][CH2:2][CH:3]([OH:4])[CH:11]([CH:9]([CH:7]([C:5](=[O:6])[NH:37][CH2:36][CH2:35][CH2:34][NH:33][CH2:15][CH2:16][CH2:17][CH2:18][CH2:19][CH2:20][CH2:21][CH2:22][CH:23]=[CH:24][CH2:25][CH2:26][CH2:27][CH2:28][CH2:29][CH2:30][CH2:31][CH3:32])[OH:8])[OH:10])[OH:12]. The reactants are NC=1NC2=CC=CC=C2C1C(=O)OC (methyl 2-aminoindole-3-carboxylate), CC(CC(C)=O)=O (2,4-pentanedione), C1(=CC=C(C=C1)S(=O)(=O)O)C (4-toluenesulphonic acid). Run in C=1(C(=CC=CC1)C)C (xylene). Yields the product CC1=NC=2N(C=3C=CC=CC3C2C(=O)OC)C(=C1)C (Methyl 2,4-dimethylpyrimido[1,2-a]indole-10-carboxylate). Yield: 75.6%. Reaction SMILES: [NH2:1][C:2]1[NH:3][C:4]2[C:9]([C:10]=1[C:11]([O:13][CH3:14])=[O:12])=[CH:8][CH:7]=[CH:6][CH:5]=2.[CH3:15][C:16](=O)[CH2:17][C:18](=O)[CH3:19].C1(C)C=CC(S(O)(=O)=O)=CC=1>C1(C)C(C)=CC=CC=1>[CH3:15][C:16]1[CH:17]=[C:18]([CH3:19])[N:3]2[C:4]3[CH:5]=[CH:6][CH:7]=[CH:8][C:9]=3[C:10]([C:11]([O:13][CH3:14])=[O:12])=[C:2]2[N:1]=1. Reported procedure: A stirred solution of methyl 2-aminoindole-3-carboxylate (I. Forbes et al, J. Chem. Soc. Perkin I, 1992, 275) (0.25 g, 0.0013 mole) in xylene (5 ml) was treated with 2,4-pentanedione (0.13 g, 0.0013 mole) and a few crystals of 4-toluenesulphonic acid and heated under reflux for 2 h. The mixture was concentrated in vacuo and the residue dissolved in chloroform (20 ml), washed with water (2×20 ml), dried (MgSO4) and concentrated in vacuo to afford the title compound as a brown solid (0.25 g, 75%). The reactants are Cl.Cl.NC[C@]1([C@H]2CCCN(C1)C2)O ((5S*,6S*)-6-(aminomethyl)-1-azabicyclo[3.2.1]octan-6-ol dihydrochloride), N(=C=S)C=1N=CC2=CC=CC=C2C1 (3-isothiocyanatoisoquinoline), C([O-])([O-])=O.[Cs+].[Cs+] (cesium carbonate), C(C)(C)N=C=NC(C)C (1,3-diisopropylcarbodiimide). Run in CN(C)C=O (DMF). Run at temperature 80 celsius. Product: C1=NC(=CC2=CC=CC=C12)NC=1O[C@]2(CN1)[C@H]1CCCN(C2)C1 ((5S*,5′R*)—N-(isoquinolin-3-yl)-4′H-1-azaspiro[bicyclo[3.2.1]octane-6,5′-oxazol]-2′-amine). Isolated yield 20.4%. Reaction SMILES: Cl.Cl.[NH2:3][CH2:4][C@:5]1([OH:13])[CH2:11][N:10]2[CH2:12][C@@H:6]1[CH2:7][CH2:8][CH2:9]2.[N:14]([C:17]1[N:18]=[CH:19][C:20]2[C:25]([CH:26]=1)=[CH:24][CH:23]=[CH:22][CH:21]=2)=[C:15]=S.C(=O)([O-])[O-].[Cs+].[Cs+].C(N=C=NC(C)C)(C)C>CN(C=O)C>[CH:19]1[C:20]2[C:25](=[CH:24][CH:23]=[CH:22][CH:21]=2)[CH:26]=[C:17]([NH:14][C:15]2[O:13][C@:5]3([CH2:11][N:10]4[CH2:12][C@@H:6]3[CH2:7][CH2:8][CH2:9]4)[CH2:4][N:3]=2)[N:18]=1 |f:0.1.2,4.5.6|. Procedure: To (5S*,6S*)-6-(aminomethyl)-1-azabicyclo[3.2.1]octan-6-ol dihydrochloride (84 mg, 0.54 mmol) in DMF (3 mL) was added 3-isothiocyanatoisoquinoline (100 mg, 0.54 mmol) and cesium carbonate (526 mg, 1.61 mmol). The reaction was heated to 80° C. for 2 hours and then treated with 1,3-diisopropylcarbodiimide (0.168 mL, 1.08 mmol). The reaction was maintained at 80° C. for 18 hours and then cooled to room temperature. The crude reaction was purified by silica gel chromatography, eluting with 5-40% (10... The reactants are Cc1cc[nH]n1, CNC1CCCCC1NC, CCOC(C)=O, Cc1ccccc1, OC(c1ccc(Cl)cc1I)C(F)(F)F, [Cu]I, [K+], [K+], O=C([O-])[O-]. Product: Cc1ccn(-c2cc(Cl)ccc2C(O)C(F)(F)F)n1. As a reaction SMILES: [CH3:15][c:16]1[n:17][nH:18][cH:19][cH:20]1.[CH3:27][NH:28][CH:29]1[CH2:30][CH2:31][CH2:32][CH2:33][CH:34]1[NH:35][CH3:36].[CH3:37][CH2:38][O:39][C:40](=[O:41])[CH3:42].[CH3:45][c:46]1[cH:47][cH:48][cH:49][cH:50][cH:51]1.[Cl:1][c:2]1[cH:3][c:4]([I:14])[c:5]([CH:8]([C:9]([F:10])([F:11])[F:12])[OH:13])[cH:6][cH:7]1.[Cu:43][I:44].[K+:21].[K+:22].[O-:23][C:24]([O-:25])=[O:26]>>[Cl:1][c:2]1[cH:3][c:4](-[n:18]2[n:17][c:16]([CH3:15])[cH:20][cH:19]2)[c:5]([CH:8]([C:9]([F:10])([F:11])[F:12])[OH:13])[cH:6][cH:7]1.